From a dataset of the Open Reaction Database (ORD), a public repository of structured organic reaction records. describe an organic reaction: reactants, conditions, products, and yield The reactants are ClC1=C(C=CC(=C1)Cl)C1=CC=C(O1)C(=O)O (5-(2,4-dichlorophenyl)-2-furancarboxylic acid), S(=O)(Cl)Cl (thionyl chloride). Reaction SMILES: [Cl:1][C:2]1[CH:7]=[C:6]([Cl:8])[CH:5]=[CH:4][C:3]=1[C:9]1[O:13][C:12]([C:14]([OH:16])=O)=[CH:11][CH:10]=1.S(Cl)([Cl:19])=O>>[Cl:1][C:2]1[CH:7]=[C:6]([Cl:8])[CH:5]=[CH:4][C:3]=1[C:9]1[O:13][C:12]([C:14]([Cl:19])=[O:16])=[CH:11][CH:10]=1. Reported procedure: A solution of 28.28 g (0.11 moles) of 5-(2,4-dichlorophenyl)-2-furancarboxylic acid in 43 ml of thionyl chloride is heated at reflux of 3 hours. The solvent is removed and the residue is treated with 100 ml of toluene. the solvent is removed and the residue is carried on directly to the next step of the reaction. Product: ClC1=C(C=CC(=C1)Cl)C1=CC=C(O1)C(=O)Cl (5-(2,4-Dichlorophenyl)-2-furanoyl Chloride).